Dataset: the Open Reaction Database (ORD), a public repository of structured organic reaction records. Task: describe an organic reaction: reactants, conditions, products, and yield The product is CC1(OCCC2=C1NC1=CC=CC=C21)CC(=O)O (1-METHYL-1,3,4,9-TETRAHYDROPYRANO[3,4-b]INDOLE-1-ACETIC ACID). As a reaction SMILES: C([O:3][C:4](=[O:20])[CH2:5][C:6]1([CH3:19])[C:11]2[NH:12][C:13]3[C:18]([C:10]=2[CH2:9][CH2:8][O:7]1)=[CH:17][CH:16]=[CH:15][CH:14]=3)C.CO.[OH-].[K+]>O>[CH3:19][C:6]1([CH2:5][C:4]([OH:20])=[O:3])[C:11]2[NH:12][C:13]3[C:18]([C:10]=2[CH2:9][CH2:8][O:7]1)=[CH:17][CH:16]=[CH:15][CH:14]=3 |f:2.3|. Run in O (H2O). Starting materials: C(C)OC(CC1(OCCC2=C1NC1=CC=CC=C21)C)=O (1-methyl-1,3,4,9-tetrahydropyrano[3,4-b-]indole-1-acetic acid ethyl ester), CO (methanol), [OH-].[K+] (KOH). Reaction conditions: time 8 hour. Procedure: Hydrolysis of this ester to the title compound is effected as follows: The ester is dissolved in 230 ml. of methanol. To this is added 10 g. of KOH in 30 ml. of H2O and the solution is allowed to stand at room temperature overnight. The methanol is evaporated, water added and the solution washed with benzene. The aqueous phase is acidified with 6N HCl, and extracted with benzene. This organic phase is washed with water, dried over sodium sulfate and evaporated to dryness to give an oil, which is... Reactants: C#CC[C@H](C(=O)O)N (d-propargylglycine), C(=O)([O-])[O-].[Na+].[Na+] (Na2CO3), C1(=CC=CC=C1)S(=O)(=O)Cl (benzenesulfonyl chloride). Procedure: A mixture of d-propargylglycine (32.10 g, 88.46 mmol), Na2CO3 (20.62 g, 194.6 mmol), and benzenesulfonyl chloride (18.74 g, 106.2 mmol) in p-dioxane/H2O (1:1, 200 ml) was stirred overnight at rt. The reaction mixture was concentrated and the ph adjusted to 4.0 with 10% hcl. The aqueous layer was extracted with CHCl3 (3×), dried over mgso4, and concentrated to give the title compound. 1H NMR (400 mhz, CDCl3): δ 2.04 (s, 1h), 2.65 (s, 3h), 2.71 (m, 2h), 4.11 (m, 1h), 5.61 (d, 8.4 hz, 1h), 7.61 (m,... Yields the product C1=C(C=CC=C1)S(=O)(=O)N[C@@H](C(=O)O)CC#C ((R)-(2-benzenesulfonamido)pent-4-ynoic acid). As a reaction SMILES: [CH:1]#[C:2][CH2:3][C@@H:4]([NH2:8])[C:5]([OH:7])=[O:6].C([O-])([O-])=O.[Na+].[Na+].[C:15]1([S:21](Cl)(=[O:23])=[O:22])[CH:20]=[CH:19][CH:18]=[CH:17][CH:16]=1>O1CCOCC1.O>[CH:16]1[CH:17]=[CH:18][CH:19]=[CH:20][C:15]=1[S:21]([NH:8][C@H:4]([CH2:3][C:2]#[CH:1])[C:5]([OH:7])=[O:6])(=[O:23])=[O:22] |f:1.2.3,5.6|. Reaction conditions: time 8 hour. Solvent: O1CCOCC1.O (p-dioxane H2O). Starting materials: BrC=1C=NC=C(C(=O)O)C1C (5-bromo-4-methylnicotinic acid), C(Cl)Cl (methylene chloride), CO (methanol), C[Si](C)(C)C=[N+]=[N-] (trimethylsilyldiazomethane), C[Si](C)(C)C=[N+]=[N-] (trimethylsilyldiazomethane). The solvent is CCOCC (ether), CCOCC (ether). Reaction conditions: time 1 hour. The product is BrC=1C=NC=C(C(=O)OC)C1C (methyl 5-bromo-4-methylnicotinate). Yield: 99.7%. As a reaction SMILES: [Br:1][C:2]1[CH:3]=[N:4][CH:5]=[C:6]([C:10]=1[CH3:11])[C:7]([OH:9])=[O:8].[CH2:12](Cl)Cl.CO.C[Si](C=[N+]=[N-])(C)C>CCOCC>[Br:1][C:2]1[CH:3]=[N:4][CH:5]=[C:6]([C:10]=1[CH3:11])[C:7]([O:9][CH3:12])=[O:8]. Reported procedure: To a solution of 5-bromo-4-methylnicotinic acid (223.4 mg, 1.034 mmol) in methylene chloride (3.0 mL, 47 mmol) and methanol (3.0 mL, 74 mmol) was added 2.0 M of trimethylsilyldiazomethane in ether (0.70 mL). The reaction mixture was stirred at room temperature for one hour, and then 2.0 M of trimethylsilyldiazomethane in ether (0.50 mL) was added. After an additional two hours, the crude reaction mixture was evaporated in vacuo to yield 237.2 mg (100%) of methyl 5-bromo-4-methylnicotinate which ... Starting materials: C1(CCCC1)OC=1C=C(NC2=CC(CC2)=O)C=CC1OC (3-(3-cyclopentyloxy-4-methoxyanilino)-2-cyclopenten-1-one), [H-].[Na+] (sodium hydride), CI (methyl iodide). Run in CN(C=O)C (N,N-dimethylformamide). Product: C1(CCCC1)OC=1C=C(N(C)C2=CC(CC2)=O)C=CC1OC (3-(3-cyclopentyloxy-4-methoxy-N-methylanilino)-2-cyclopenten-1-one). The yield is 94.8%. RXN SMILES: [CH:1]1([O:6][C:7]2[CH:8]=[C:9]([CH:17]=[CH:18][C:19]=2[O:20][CH3:21])[NH:10][C:11]2[CH2:15][CH2:14][C:13](=[O:16])[CH:12]=2)[CH2:5][CH2:4][CH2:3][CH2:2]1.[H-].[Na+].[CH3:24]I>CN(C)C=O>[CH:1]1([O:6][C:7]2[CH:8]=[C:9]([CH:17]=[CH:18][C:19]=2[O:20][CH3:21])[N:10]([C:11]2[CH2:15][CH2:14][C:13](=[O:16])[CH:12]=2)[CH3:24])[CH2:2][CH2:3][CH2:4][CH2:5]1 |f:1.2|. Procedure: 0.10 g (0.35 mmole) of 3-(3-cyclopentyloxy-4-methoxyanilino)-2-cyclopenten-1-one produced in Example 1, 0.02 g of sodium hydride (60%), and 0.06 g (0.42 mmole) of methyl iodide were dissolved in 4 ml of N,N-dimethylformamide and the solution was stirred at room temperature for one night. The reaction solution was quenched with water, then was extracted with methylene chloride. The extract was dried over anhydrous magnesium sulfate, and the solvent was removed in vacuo to obtain a crude product. ...